Dataset: the Open Reaction Database (ORD), a public repository of structured organic reaction records. Task: describe an organic reaction: reactants, conditions, products, and yield Product: CN(c1ccccc1C#N)S(C)(=O)=O. Reactants: O=C([O-])[O-], CNS(C)(=O)=O, CN(C)C=O, N#Cc1ccccc1F, [K+], [K+], O. Reaction SMILES: [C:16](=[O:17])([O-:18])[O-:19].[CH3:10][NH:11][S:12](=[O:13])(=[O:14])[CH3:15].[CH3:22][N:23]([CH3:24])[CH:25]=[O:26].[F:1][c:2]1[c:3]([C:4]#[N:5])[cH:6][cH:7][cH:8][cH:9]1.[K+:20].[K+:21].[OH2:27]>>[c:2]1([N:11]([CH3:10])[S:12](=[O:13])(=[O:14])[CH3:15])[c:3]([C:4]#[N:5])[cH:6][cH:7][cH:8][cH:9]1. The reactants are BrC1=C(C=C(C=C1)F)OC (1-bromo-4-fluoro-2-methoxybenzene), C[S-].[Na+] (sodium methanethiolate), C[S-].[Na+] (sodium methanethiolate), CI (methyl iodide), CI (methyl iodide), O (Water). Solvent: CN(C)C=O (DMF). Run at temperature 65 celsius, time 2 hour. The product is BrC1=C(C=C(C=C1)SC)OC (1-bromo-2-methoxy-4-(methylsulfanyl)benzene). Yield: 54.5%. RXN SMILES: [Br:1][C:2]1[CH:7]=[CH:6][C:5](F)=[CH:4][C:3]=1[O:9][CH3:10].[CH3:11][S-:12].[Na+].CI.O>CN(C=O)C>[Br:1][C:2]1[CH:7]=[CH:6][C:5]([S:12][CH3:11])=[CH:4][C:3]=1[O:9][CH3:10] |f:1.2|. Procedure details: To a stirred solution of 1-bromo-4-fluoro-2-methoxybenzene (10.0 g) in DMF (100 mL) was added sodium methanethiolate (4.44 g). The mixture was stirred at 65° C. for 2 h. The mixture was cooled to 0° C. and methyl iodide (4.55 mL) was added. The mixture was stirred at room temperature for 1 h and further sodium methanethiolate (4.44 g) was added. The mixture was stirred at 65° C. for 1 h. The mixture was cooled to 0° C. and methyl iodide (4.55 mL) was added. The mixture was stirred at room temper... Starting materials: CC1(OC2=C([C@@H]3[C@H]1O3)C=C(C=C2)C#N)C ((1aR-cis)-1a,7b-dihydro-2,2-dimethyl-2H-oxireno-[c][1]benzopyran-6-carbonitrile), compound, O1CCCC1 (tetrahydrofuran), [OH-].[NH4+] (ammonium hydroxide). The solvent is C(C)O (ethanol). Reaction conditions: temperature 50 celsius. The product is N[C@H]1[C@@H](C(OC2=C1C=C(C=C2)C#N)(C)C)O ((3S-trans)-4-amino-3,4-dihydro-3-hydroxy-2,2-dimethyl-2H- 1-benzopyran-6-carbonitrile). RXN SMILES: [CH3:1][C:2]1([CH3:15])[C@@H:7]2[O:8][C@@H:6]2[C:5]2[CH:9]=[C:10]([C:13]#[N:14])[CH:11]=[CH:12][C:4]=2[O:3]1.O1CCCC1.[OH-].[NH4+:22]>C(O)C>[NH2:22][C@@H:6]1[C:5]2[CH:9]=[C:10]([C:13]#[N:14])[CH:11]=[CH:12][C:4]=2[O:3][C:2]([CH3:15])([CH3:1])[C@H:7]1[OH:8] |f:2.3|. Procedure: To a solution of (1aR-cis)-1a,7b-dihydro-2,2-dimethyl-2H-oxireno-[c][1]benzopyran-6-carbonitrile (3.0 g, 15.0 mmol, compound of example 1, part A) in ethanol (30 mL) and tetrahydrofuran (30 mL) was added ammonium hydroxide (30 mL) and the reaction mixture was heated at 50° C. in a pressure bottle for 16 hours. Most of the solvent was evaporated and the residue was dissolved in 1N hydrochloric acid. It was extracted with ether and the organic extracts were discarded. The aqueous layer was made ba... Reactants: CC(=O)NCCO, C1CCOC1, C[Si](C)(C)[N-][Si](C)(C)C, Cc1c(Cl)c(S(C)=O)nc2sc(C(=O)NC3CC3)c(N)c12, [Li+]. Product: CC(=O)NCCOc1nc2sc(C(=O)NC3CC3)c(N)c2c(C)c1Cl. RXN SMILES: [C:1]([CH3:2])(=[O:3])[NH:4][CH2:5][CH2:6][OH:7].[CH2:39]1[O:40][CH2:41][CH2:42][CH2:43]1.[CH3:8][Si:9]([N-:10][Si:11]([CH3:12])([CH3:13])[CH3:14])([CH3:15])[CH3:16].[CH:18]1([NH:21][C:22](=[O:23])[c:24]2[c:25]([NH2:38])[c:26]3[c:27]([n:28][c:29]([S:34]([CH3:35])=[O:36])[c:30]([Cl:33])[c:31]3[CH3:32])[s:37]2)[CH2:19][CH2:20]1.[Li+:17]>>[C:1]([CH3:2])(=[O:3])[NH:4][CH2:5][CH2:6][O:7][c:29]1[n:28][c:27]2[c:26]([c:25]([NH2:38])[c:24]([C:22]([NH:21][CH:18]3[CH2:19][CH2:20]3)=[O:23])[s:37]2)[c:31]([CH3:32])[c:30]1[Cl:33]. Starting materials: CC1=C(N=C(O1)C1=CC=CC=C1)COC1=C(C=CC=O)C=CC=C1 (2-(5-methyl-2-phenyl-4-oxazolylmethoxy)cinnamaldehyde), S1C(NC(C1)=O)=O (2,4-thiazolidinedione), N1CCCCC1 (piperidine). Solvent: C(C)(=O)O (acetic acid). The product is CC1=C(N=C(O1)C1=CC=CC=C1)COC1=C(C=CC=C1)CCCC1C(NC(S1)=O)=O (5-[3-[2-(5-methyl-2-phenyl-4-oxazolylmethoxy)phenyl]-propyl]-2,4-thiazolidinedione). The yield is 28.0%. As a reaction SMILES: [CH3:1][C:2]1[O:6][C:5]([C:7]2[CH:12]=[CH:11][CH:10]=[CH:9][CH:8]=2)=[N:4][C:3]=1[CH2:13][O:14][C:15]1[CH:24]=[CH:23][CH:22]=[CH:21][C:16]=1[CH:17]=[CH:18][CH:19]=O.[S:25]1[CH2:29][C:28](=[O:30])[NH:27][C:26]1=[O:31].N1CCCCC1>C(O)(=O)C>[CH3:1][C:2]1[O:6][C:5]([C:7]2[CH:8]=[CH:9][CH:10]=[CH:11][CH:12]=2)=[N:4][C:3]=1[CH2:13][O:14][C:15]1[CH:24]=[CH:23][CH:22]=[CH:21][C:16]=1[CH2:17][CH2:18][CH2:19][CH:29]1[S:25][C:26](=[O:31])[NH:27][C:28]1=[O:30]. Reported procedure: A mixture of 2-(5-methyl-2-phenyl-4-oxazolylmethoxy)cinnamaldehyde (2.00 g), 2,4-thiazolidinedione (1.10 g), piperidine (0.267 g) and acetic acid (15 ml) was heated under reflux for 2.5 hours. The reaction mixture was concentrated under reduced pressure. Crystals (1.64 g) of 5-[2-(5-methyl-2-phenyl-4-oxazolylmethoxy)cinnamilidene]-2,4-thiazolidinedione which was precipitated by addition of saturated aqueous sodium bicarbonate solution was collected by filtration and washed with ether. The crysta... Starting materials: B1(OC(C(O1)(C)C)(C)C)C2=CN=C(N=C2)N3CCOCC3 (2-(4-Morpholino)pyrimidine-5-boronic acid pinacol ester), BrC1=C(C=CC=C1)Br (1,2-dibromobenzene), C(=O)([O-])[O-].[Na+].[Na+] (Na2CO3), CN(C)C=O (DMF). The reagents and catalysts are C1=CC=C(C=C1)P(C2=CC=CC=C2)C3=CC=CC=C3.C1=CC=C(C=C1)P(C2=CC=CC=C2)C3=CC=CC=C3.Cl[Pd]Cl (Bis(triphenylphosphine)palladium (II) chloride). Solvent: O (water). Reaction conditions: time 30 minute. Yields the product BrC1=C(C=CC=C1)C=1C=NC(=NC1)N1CCOCC1 (4-[5-(2-bromo-phenyl)-pyrimidin-2-yl]-morpholine). Yield: 39.4%. As a reaction SMILES: B1([C:10]2[CH:15]=[N:14][C:13]([N:16]3[CH2:21][CH2:20][O:19][CH2:18][CH2:17]3)=[N:12][CH:11]=2)OC(C)(C)C(C)(C)O1.[Br:22][C:23]1[CH:28]=[CH:27][CH:26]=[CH:25][C:24]=1Br.C([O-])([O-])=O.[Na+].[Na+].CN(C=O)C>C1C=CC(P(C2C=CC=CC=2)C2C=CC=CC=2)=CC=1.C1C=CC(P(C2C=CC=CC=2)C2C=CC=CC=2)=CC=1.Cl[Pd]Cl.O>[Br:22][C:23]1[CH:28]=[CH:27][CH:26]=[CH:25][C:24]=1[C:10]1[CH:11]=[N:12][C:13]([N:16]2[CH2:17][CH2:18][O:19][CH2:20][CH2:21]2)=[N:14][CH:15]=1 |f:2.3.4,6.7.8|. Procedure details: 2-(4-Morpholino)pyrimidine-5-boronic acid pinacol ester (300 mg, 1.03 mmol), 1,2-dibromobenzene (243 mg, 1.03 mmol), Bis(triphenylphosphine)palladium (II) chloride (72 mg, 0.10 mmol), aqueous Na2CO3 (2N, 2.58 mL, 5.15 mmol) and DMF (5 mL) are added to a 10 mL microwave tube. Reaction is carried out in a microwave oven at 100° C. for 30 min. The reaction mixture turns black. The mixture is poured into water and extracted with EtOAc. The organic layers are washed with water, brine, dried (Na2SO4) ... The reactants are N#CNC(=N)NCc1ccccc1, CCCCCCCCCCCCN, Cl, Cc1cc(C)cc(C)c1. Yields the product CCCCCCCCCCCCNC(=N)NC(=N)NCc1ccccc1, Cl. RXN SMILES: [C:1](#[N:2])[NH:3][C:4](=[NH:5])[NH:6][CH2:7][c:8]1[cH:9][cH:10][cH:11][cH:12][cH:13]1.[CH2:15]([CH2:16][CH2:17][CH2:18][CH2:19][CH2:20][CH2:21][CH2:22][CH2:23][CH2:24][CH2:25][CH3:26])[NH2:27].[ClH:14].[c:28]1([CH3:29])[cH:30][c:31]([CH3:32])[cH:33][c:34]([CH3:35])[cH:36]1>>[C:1](=[NH:2])([NH:3][C:4](=[NH:5])[NH:6][CH2:7][c:8]1[cH:9][cH:10][cH:11][cH:12][cH:13]1)[NH:27][CH2:15][CH2:16][CH2:17][CH2:18][CH2:19][CH2:20][CH2:21][CH2:22][CH2:23][CH2:24][CH2:25][CH3:26].[ClH:14]. Reagents/catalysts: CN(C1=CC=NC=C1)C (4-dimethylaminopyridine). Yields the product C(C)C(CNC(=O)C1=CC=C2C=CC=C(C2=C1)CC1=C(C=C(C(=O)NS(=O)(=O)C2=C(C=CC=C2)C)C=C1)OC)CC (4-[7-(2-Ethylbutylcarbamoyl)naphth-1-ylmethyl]-3-methoxy-N-(2-methylphenylsulfonyl)benzamide). Procedure: A mixture of 4-[7-(2-ethylbutylcarbamoyl)naphth-1-ylmethyl]-3-methoxybenzoic acid (189 mg), 4-dimethylaminopyridine (110 mg), 1-(3-dimethylaminopropyl)-3-ethylcarbodiimide hydrochloride (172 mg), and o-toluenesulfonamide (96 mg) in methylene chloride (2 ml) was stirred for 18 h. Methylene chloride (25 ml) was added, and the solution was washed (1N hydrochloric acid, brine), dried (MgSO4) and evaporated. The residue was recrystallized from 21 ml of 1:0.5:1 methylene chloride:methanol:hexane, grou... Conditions: time 18 hour. Yield: 69.4%. Reactants: C(C)C(CNC(=O)C1=CC=C2C=CC=C(C2=C1)CC1=C(C=C(C(=O)O)C=C1)OC)CC (4-[7-(2-ethylbutylcarbamoyl)naphth-1-ylmethyl]-3-methoxybenzoic acid), Cl.CN(CCCN=C=NCC)C (1-(3-dimethylaminopropyl)-3-ethylcarbodiimide hydrochloride), C=1(C(=CC=CC1)S(=O)(=O)N)C (o-toluenesulfonamide). As a reaction SMILES: [CH2:1]([CH:3]([CH2:30][CH3:31])[CH2:4][NH:5][C:6]([C:8]1[CH:17]=[C:16]2[C:11]([CH:12]=[CH:13][CH:14]=[C:15]2[CH2:18][C:19]2[CH:27]=[CH:26][C:22]([C:23]([OH:25])=O)=[CH:21][C:20]=2[O:28][CH3:29])=[CH:10][CH:9]=1)=[O:7])[CH3:2].Cl.CN(C)CCCN=C=NCC.[C:44]1([CH3:54])[C:45]([S:50]([NH2:53])(=[O:52])=[O:51])=[CH:46][CH:47]=[CH:48][CH:49]=1>CN(C)C1C=CN=CC=1.C(Cl)Cl>[CH2:1]([CH:3]([CH2:30][CH3:31])[CH2:4][NH:5][C:6]([C:8]1[CH:17]=[C:16]2[C:11]([CH:12]=[CH:13][CH:14]=[C:15]2[CH2:18][C:19]2[CH:27]=[CH:26][C:22]([C:23]([NH:53][S:50]([C:45]3[CH:46]=[CH:47][CH:48]=[CH:49][C:44]=3[CH3:54])(=[O:51])=[O:52])=[O:25])=[CH:21][C:20]=2[O:28][CH3:29])=[CH:10][CH:9]=1)=[O:7])[CH3:2] |f:1.2|. Run in C(Cl)Cl (methylene chloride), C(Cl)Cl (Methylene chloride). RXN SMILES: S(Cl)([Cl:3])=O.[C:5]([C:13]1[C:21]([N+:22]([O-:24])=[O:23])=[CH:20][CH:19]=[CH:18][C:14]=1[C:15]([OH:17])=[O:16])(=O)[C:6]1[CH:11]=[CH:10][CH:9]=[CH:8][CH:7]=1>>[Cl:3][C:5]1([C:6]2[CH:11]=[CH:10][CH:9]=[CH:8][CH:7]=2)[C:13]2[C:14](=[CH:18][CH:19]=[CH:20][C:21]=2[N+:22]([O-:24])=[O:23])[C:15](=[O:17])[O:16]1. The reactants are S(=O)(Cl)Cl (thionyl chloride), C(C1=CC=CC=C1)(=O)C1=C(C(=O)O)C=CC=C1[N+](=O)[O-] (2-benzoyl-3-nitrobenzoic acid). Reaction conditions: time 4 hour. Procedure: To 37 ml of thionyl chloride was added 40 g of 2-benzoyl-3-nitrobenzoic acid. The mixture was heated and stirred for 4 hours on an oil bath kept at a temperature of 50° to 60° C. Excess thionyl chloride was distilled away under reduced pressure, and 40.2 g of 3-chloro-3-phenyl-4-nitrophthalide was obtained as a brown oily substance. Separately, 9.0 g (0.08 mol.) of potassium tert-butoxide and 9.3 g (0.07 mol.) of 5-methylbenzotriazole were added to 300 ml of dried dimethylformamide, and stirred ... Product: ClC1(OC(=O)C2=CC=CC(=C12)[N+](=O)[O-])C1=CC=CC=C1 (3-chloro-3-phenyl-4-nitrophthalide). Reactants: CN1C(C(=C(C=C1C)O)C(=O)OCC)=O (ethyl 1,6-dimethyl-4-hydroxy-2-oxo-1,2-dihydropyridine-3-carboxyl ate), NC1=NNC=N1 (3-amino-1,2,4-triazole), BrC1=CC=CC=C1 (bromobenzene). Conditions: time 7.5 hour. Product: CN1C(C(=C(C=C1C)O)C(=O)NC1=NNC=N1)=O (1,6-dimethyl-4-hydroxy-2-oxo-N-(1,2,4-triazol-3-yl)-1,2-dih ydropyridine-3-carboxamide). Isolated yield 81.3%. RXN SMILES: [CH3:1][N:2]1[C:7]([CH3:8])=[CH:6][C:5]([OH:9])=[C:4]([C:10](OCC)=[O:11])[C:3]1=[O:15].[NH2:16][C:17]1[N:21]=[CH:20][NH:19][N:18]=1.BrC1C=CC=CC=1>>[CH3:1][N:2]1[C:7]([CH3:8])=[CH:6][C:5]([OH:9])=[C:4]([C:10]([NH:16][C:17]2[N:21]=[CH:20][NH:19][N:18]=2)=[O:11])[C:3]1=[O:15]. Reported procedure: 213 mg of ethyl 1,6-dimethyl-4-hydroxy-2-oxo-1,2-dihydropyridine-3-carboxyl ate and 78 mg of 3-amino-1,2,4-triazole were added to 2.5 ml of bromobenzene, then, the mixture was stirred for 7.5 hours under heat refluxing condition. The reaction mixture was cooled to room temperature. The resulting solid was collected by filtration, and washed with a mixed solvent of t-butyl methyl ether and hexane and dried to obtain 188 mg of 1,6-dimethyl-4-hydroxy-2-oxo-N-(1,2,4-triazol-3-yl)-1,2-dih ydropyridin...